Dataset: the Open Reaction Database (ORD), a public repository of structured organic reaction records. Task: describe an organic reaction: reactants, conditions, products, and yield Starting materials: CS(=O)(=O)Cl (methanesulphonyl chloride), Cl (hydrochloric acid), C(C1=CC=CC=C1)OC(=O)N[C@@H](CCCNC(N)=N)C(=O)O ((S)-N2-(benzyloxycarbonyl)-arginine), [OH-].[Na+] (sodium hydroxide). Run in CC(=O)C (acetone), CC(=O)C.O (acetone water). Reaction conditions: time 2 hour. Product: C(C1=CC=CC=C1)OC(=O)N[C@@H](CCCNC(NS(=O)(=O)C)=N)C(=O)O ((S)-N2-(Benzyloxycarbonyl)-N5-{(imino)-(methylsulphonylamino)-methyl}-ornithine). RXN SMILES: [CH2:1]([O:8][C:9]([NH:11][C@H:12]([C:20]([OH:22])=[O:21])[CH2:13][CH2:14][CH2:15][NH:16][C:17](=[NH:19])[NH2:18])=[O:10])[C:2]1[CH:7]=[CH:6][CH:5]=[CH:4][CH:3]=1.[OH-].[Na+].[CH3:25][S:26](Cl)(=[O:28])=[O:27].Cl>CC(C)=O.O.CC(C)=O>[CH2:1]([O:8][C:9]([NH:11][C@H:12]([C:20]([OH:22])=[O:21])[CH2:13][CH2:14][CH2:15][NH:16][C:17](=[NH:18])[NH:19][S:26]([CH3:25])(=[O:28])=[O:27])=[O:10])[C:2]1[CH:3]=[CH:4][CH:5]=[CH:6][CH:7]=1 |f:1.2,5.6|. Procedure details: To 10 mmol of (S)-N2-(benzyloxycarbonyl)-arginine suspended in a mixture of acetone/water 80/20 there is added, at 0° C., a sufficient amount of 4N sodium hydroxide solution to bring the pH of the reaction mixture to between 11 and 11.5. After stirring for 2 hours, there is then added a solution of methanesulphonyl chloride in acetone and then, after stirring for a further 3 hours, the mixture is neutralised using 1N hydrochloric acid solution; the acetone is then evaporated off, and the residue... The reactants are chloromethylated polystyrene dimethylamine, aromatic rings, C(C=C)(=O)N (acrylamide), C(C=C)(=O)O (acrylic acid), C(=O)([O-])[O-].[Na+].[Na+] (Na2CO3), C(=O)(O)CN(CCN(CC(=O)O)CC(=O)O)CCN(CC(=O)O)CC(=O)O.[Na].[Na].[Na].[Na].[Na] (pentasodium (carboxymethylimino)bis(ethylene-nitrilo)tetraacetic acid), C(C=CC(=O)N)C=CC(=O)N (methylene-bisacrylamide), S(=O)(=O)([O-])S(=O)[O-].[Na+].[Na+] (sodium metabisulfite), C(C)(C)(C)OO (tertiary butyl hydroperoxide), C(C=C)(=O)O (acrylic acid), [OH-].[Na+] (sodium hydroxide), polyacrylamide. The solvent is C=1(C(=CC=CC1)C)C (xylene), O (water). Run at temperature 63 celsius, time 2 minute. Product: CCC(CC(C)C(=O)O)C(=O)N (acrylamide-sodium acrylate copolymer). As a reaction SMILES: [C:1](N)(=O)C=C.[C:6]([OH:10])(=[O:9])[CH:7]=[CH2:8].C([O-])([O-])=O.[Na+].[Na+].C(CN(CCN(CC(O)=O)CC(O)=O)CCN(CC(O)=O)CC(O)=O)(O)=O.[Na].[Na].[Na].[Na].[Na].[CH2:49](C=CC(N)=O)[CH:50]=[CH:51][C:52]([NH2:54])=[O:53].S(S([O-])=O)([O-])(=O)=O.[Na+].[Na+].C(OO)(C)(C)C.[OH-].[Na+]>O.C1(C)C(C)=CC=CC=1>[CH3:49][CH2:50][CH:51]([C:52]([NH2:54])=[O:53])[CH2:8][CH:7]([C:6]([OH:10])=[O:9])[CH3:1] |f:2.3.4,5.6.7.8.9.10,12.13.14,16.17,^1:43,44,45,46,47|. Procedure details: 168 Grams of acrylamide, 42 grams of acrylic acid, 63 grams of Na2CO3, 0.21 gram of pentasodium (carboxymethylimino)bis(ethylene-nitrilo)tetraacetic acid (Versenex 80), 0.042 gram of methylene-bisacrylamide, 0.105 gram of sodium metabisulfite and 0.105 gram of tertiary butyl hydroperoxide are dissolved in 1050 grams of deionized water and sufficient sodium hydroxide added thereto to bring the mixture to a pH of 9.5. The resulting solution is mixed with an oil phase consisting of 31.5 grams of ac... Reactants: ClC1=NC=2N3C(C(N(C2C=N1)C1CC1)=O)COCC3 (2-chloro-5-cyclopropyl-6a,7,9,10-tetrahydro-[1,4]oxazino[3,4-h]pteridin-6(5H)-one), CS(=O)C (DMSO), IC (iodomethane), CC(C)(C)[O-].[Na+] (sodium 2-methylpropan-2-olate). Solvent: O (water). Run at temperature 0 celsius, time 16 hour. Yields the product ClC1=NC=2N3C(C(N(C2C=N1)C1CC1)=O)(COCC3)C (2-chloro-5-cyclopropyl-6a-methyl-6a,7,9,10-tetrahydro-[1,4]oxazino[3,4-h]pteridin-6(5H)-one). Yield: 79.0%. As a reaction SMILES: [Cl:1][C:2]1[N:11]=[CH:10][C:9]2[N:8]([CH:12]3[CH2:14][CH2:13]3)[C:7](=[O:15])[CH:6]3[CH2:16][O:17][CH2:18][CH2:19][N:5]3[C:4]=2[N:3]=1.[CH3:20]S(C)=O.IC.CC([O-])(C)C.[Na+]>O>[Cl:1][C:2]1[N:11]=[CH:10][C:9]2[N:8]([CH:12]3[CH2:13][CH2:14]3)[C:7](=[O:15])[C:6]3([CH3:20])[CH2:16][O:17][CH2:18][CH2:19][N:5]3[C:4]=2[N:3]=1 |f:3.4|. Procedure: A round-bottomed flask equipped with a magnetic stirrer was added 2-chloro-5-cyclopropyl-6a,7,9,10-tetrahydro-[1,4]oxazino[3,4-h]pteridin-6(5H)-one (121 mg, 0.431 mmol), DMSO (2 ml), and iodomethane (0.032 ml, 0.517 mmol). The mixture was cooled to 0° C. and added sodium 2-methylpropan-2-olate (49.7 mg, 0.517 mmol) and allowed to stir at 20° C. for 16 hours. The reaction solution was suspended in water, and the precipitate filtered. The collected solid was washed successively with small amount o... Starting materials: FC(C1=NN2C(C(=CC=C2I)C=O)=C1)(F)F (2-trifluoromethyl-4-formyl-7-iodo-pyrazolo[1,5-a]pyridine), C[O-].[Na+] (sodium methoxide). Solvent: CO (methanol). Run at time 2 hour. Yields the product FC(C1=NN2C(C(=CC=C2OC)C=O)=C1)(F)F (2-trifluoromethyl-4-formyl-7-methoxy-pyrazolo[1,5-a]pyridine). Isolated yield 90.5%. RXN SMILES: [F:1][C:2]([F:16])([F:15])[C:3]1[CH:14]=[C:6]2[C:7]([CH:12]=[O:13])=[CH:8][CH:9]=[C:10](I)[N:5]2[N:4]=1.[CH3:17][O-:18].[Na+]>CO>[F:1][C:2]([F:16])([F:15])[C:3]1[CH:14]=[C:6]2[C:7]([CH:12]=[O:13])=[CH:8][CH:9]=[C:10]([O:18][CH3:17])[N:5]2[N:4]=1 |f:1.2|. Procedure: The compound of Example 113 (2.97 g) was dissolved in methanol (50.0 mL). To this solution, sodium methoxide (1.42 g) was added and the mixture was stirred for 2 hours under reflux. After cooling, the solvent was evaporated. Water was added to the resulting residue and the mixture was extracted with ethyl acetate. The organic layer was washed sequentially with water and saturated brine and dried over anhydrous sodium sulfate. The solvent was evaporated and the residue was suspended in diisopropy... Starting materials: C1(=CC=CC=C1)C1=NN2C(C=CC=C2)=C1C=O (2-phenylpyrazolo[1,5-a]pyridine-3-carbaldehyde), C(CC(=O)C)(=O)OC (methyl acetoacetate), N (ammonia). Solvent: CO (methanol), C(Cl)(Cl)Cl (chloroform). Reaction conditions: time 246 hour. The product is CC=1NC(=C(C(C1C(=O)OC)C=1C(=NN2C1C=CC=C2)C2=CC=CC=C2)C(=O)OC)C (3-[2,6-dimethyl-3,5-bis(methoxycarbonyl)-1,4-dihydropyridin-4-yl]-2-phenylpyrazolo[1,5-a]pyridine). As a reaction SMILES: [C:1]1([C:7]2[C:15]([CH:16]=O)=[C:10]3[CH:11]=[CH:12][CH:13]=[CH:14][N:9]3[N:8]=2)[CH:6]=[CH:5][CH:4]=[CH:3][CH:2]=1.[C:18]([O:24][CH3:25])(=[O:23])[CH2:19][C:20]([CH3:22])=O.[NH3:26]>CO.C(Cl)(Cl)Cl>[CH3:22][C:20]1[NH:26][C:20]([CH3:22])=[C:19]([C:18]([O:24][CH3:25])=[O:23])[CH:16]([C:15]2[C:7]([C:1]3[CH:2]=[CH:3][CH:4]=[CH:5][CH:6]=3)=[N:8][N:9]3[CH:14]=[CH:13][CH:12]=[CH:11][C:10]=23)[C:19]=1[C:18]([O:24][CH3:25])=[O:23]. Procedure details: A mixture of 2-phenylpyrazolo[1,5-a]pyridine-3-carbaldehyde (1.00 g), methyl acetoacetate (1.10 g), and 14% methanolic ammonia (18 ml) in a mixture of methanol (20 ml) and chloroform (10 ml) was stirred for 246 hours at room temperature. The solvent was removed in vacuo and the residue was dissolved in methylene chloride (30 ml). The solution was washed with water (10 ml) and sodium chloride aqueous solution (10 ml), dried over magnesium sulfate and evaporated in vacuo. The residue was chromatog... Procedure: 20 mg (0.51 mmol) of a sodium hydride suspension in mineral oil (60%) were suspended in 4.2 ml DMF. At 0° C. 134 mg (0.42 mmol) of 2,2,2-trifluoro-N-[2-(3-trifluoromethyl-phenyl)-ethyl]-acetamide dissolved in 1 ml DMF were added dropwise and the reaction mixture was stirred for 30 min at 0° C. Then 100 mg (0.42 mmol) of 1-(4-bromomethyl-phenyl)-cyclopropanecarbonitrile dissolved in 1 ml DMF were added and the reaction mixture was stirred at 0° C. for 3 h. Water was added and the mixture was extr... Yields the product C(#N)C1(CC1)C1=CC=C(CN(C(C(F)(F)F)=O)CCC2=CC(=CC=C2)C(F)(F)F)C=C1 (N-[4-(1-cyano-cyclopropyl)-benzyl]-2,2,2-trifluoro-N-[2-(3-trifluoromethyl-phenyl)-ethyl]-acetamide). Isolated yield 73.0%. The solvent is CN(C)C=O (DMF), CN(C)C=O (DMF), CN(C)C=O (DMF). Starting materials: FC(C(=O)NCCC1=CC(=CC=C1)C(F)(F)F)(F)F (2,2,2-trifluoro-N-[2-(3-trifluoromethyl-phenyl)-ethyl]-acetamide), BrCC1=CC=C(C=C1)C1(CC1)C#N (1-(4-bromomethyl-phenyl)-cyclopropanecarbonitrile), [H-].[Na+] (sodium hydride), O (Water), oil. RXN SMILES: [H-].[Na+].[F:3][C:4]([F:21])([F:20])[C:5]([NH:7][CH2:8][CH2:9][C:10]1[CH:15]=[CH:14][CH:13]=[C:12]([C:16]([F:19])([F:18])[F:17])[CH:11]=1)=[O:6].Br[CH2:23][C:24]1[CH:29]=[CH:28][C:27]([C:30]2([C:33]#[N:34])[CH2:32][CH2:31]2)=[CH:26][CH:25]=1.O>CN(C=O)C>[C:33]([C:30]1([C:27]2[CH:26]=[CH:25][C:24]([CH2:23][N:7]([CH2:8][CH2:9][C:10]3[CH:15]=[CH:14][CH:13]=[C:12]([C:16]([F:19])([F:18])[F:17])[CH:11]=3)[C:5](=[O:6])[C:4]([F:20])([F:21])[F:3])=[CH:29][CH:28]=2)[CH2:31][CH2:32]1)#[N:34] |f:0.1|. Conditions: temperature 0 celsius, time 30 minute. The reactants are OC1=CC(=NC=C1C(=O)OCC)O (ethyl 4,6-dihydroxynicotinate), C1CC(=O)N(C1=O)Cl (NCS), Cl (HCl), [O-]S(=O)(=S)[O-].[Na+].[Na+] (Na2S2O3). Run in CN(C)C=O (DMF), O (water). Reaction conditions: time 2.5 hour. Yields the product ClC=1C(=NC=C(C(=O)OCC)C1O)O (ethyl 5-chloro-4,6-dihydroxynicotinate). Yield: 77.9%. As a reaction SMILES: [OH:1][C:2]1[C:7]([C:8]([O:10][CH2:11][CH3:12])=[O:9])=[CH:6][N:5]=[C:4]([OH:13])[CH:3]=1.C1C(=O)N([Cl:21])C(=O)C1.Cl.[O-]S([O-])(=S)=O.[Na+].[Na+]>CN(C=O)C.O>[Cl:21][C:3]1[C:4]([OH:13])=[N:5][CH:6]=[C:7]([C:2]=1[OH:1])[C:8]([O:10][CH2:11][CH3:12])=[O:9] |f:3.4.5|. Procedure: To a solution of ethyl 4,6-dihydroxynicotinate (1.0 g, 5.43 mmol) in DMF (10 mL) was added NCS (797 mg, 5.96 mmol) and conc. HCl (0.05 mL). After stirring at room temperature for 2.5 h, it was added water and Na2S2O3, the precipitate was collected by filtration, washed with 1N HCl and dried to give ethyl 5-chloro-4,6-dihydroxynicotinate (920 mg). Reactants: CC1=NC2=CC=C(C=C2C=C1)CN1N=NC(=C1)C(=O)O (1-((2-Methylquinolin-6-yl)methyl)-1H-1,2,3-triazole-4-carboxylic acid), NCC=1C(=CC(=NC1C)N)Cl (5-(aminomethyl)-4-chloro-6-methylpyridin-2-amine). Yields the product NC1=CC(=C(C(=N1)C)CNC(=O)C=1N=NN(C1)CC=1C=C2C=CC(=NC2=CC1)C)Cl (N-((6-Amino-4-chloro-2-methylpyridin-3-yl)methyl)-1-((2-methylquinolin-6-yl)methyl)-1H-1,2,3-triazole-4-carboxamide). RXN SMILES: [CH3:1][C:2]1[CH:11]=[CH:10][C:9]2[C:4](=[CH:5][CH:6]=[C:7]([CH2:12][N:13]3[CH:17]=[C:16]([C:18]([OH:20])=O)[N:15]=[N:14]3)[CH:8]=2)[N:3]=1.[NH2:21][CH2:22][C:23]1[C:24]([Cl:31])=[CH:25][C:26]([NH2:30])=[N:27][C:28]=1[CH3:29]>>[NH2:30][C:26]1[N:27]=[C:28]([CH3:29])[C:23]([CH2:22][NH:21][C:18]([C:16]2[N:15]=[N:14][N:13]([CH2:12][C:7]3[CH:8]=[C:9]4[C:4](=[CH:5][CH:6]=3)[N:3]=[C:2]([CH3:1])[CH:11]=[CH:10]4)[CH:17]=2)=[O:20])=[C:24]([Cl:31])[CH:25]=1. Reported procedure: The title compound was prepared from 1-((2-Methylquinolin-6-yl)methyl)-1H-1,2,3-triazole-4-carboxylic acid and 5-(aminomethyl)-4-chloro-6-methylpyridin-2-amine in analogy to Example 20c). HPLC-MS (Method F) Rt=0.44 min. [M+H]+=422.1. Starting materials: ClC1=C(C(=CC=C1)F)O (2-chloro-6-fluorophenol), [N+](=O)(O)[O-] (nitric acid). Solvent: C(C)(=O)O (acetic acid). Run at temperature 15 celsius, time 3 hour. The product is ClC1=C(C(=CC(=C1)[N+](=O)[O-])F)O (2-Chloro-6-fluoro-4-nitrophenol). Isolated yield 24.9%. RXN SMILES: [Cl:1][C:2]1[CH:7]=[CH:6][CH:5]=[C:4]([F:8])[C:3]=1[OH:9].[N+:10]([O-])([OH:12])=[O:11]>C(O)(=O)C>[Cl:1][C:2]1[CH:7]=[C:6]([N+:10]([O-:12])=[O:11])[CH:5]=[C:4]([F:8])[C:3]=1[OH:9]. Procedure: A solution of 2-chloro-6-fluorophenol (1.0 g, 6.82 mmol) in concentrated acetic acid (3.0 mL) was cooled to 0° C. Fuming nitric acid (559 mg, 8.87 mmol) was added dropwise, maintaining the reaction temperature between 10 to 20° C. The reaction was allowed to stir at 0° C. for 3 h. The mixture was poured over ice and was allowed to warm to room temperature. The aqueous was extracted with EtOAc (3×50 mL). The combined organic layers were washed with brine (1×50 mL), dried over Na2SO4, and evaporat...